This data is from the Open Reaction Database (ORD), a public repository of structured organic reaction records. The task is: describe an organic reaction: reactants, conditions, products, and yield Starting materials: O=[N+]([O-])c1cc(Br)ccc1S, C1CCOC1, [H][H]. Product: Nc1cc(Br)ccc1S. Reaction SMILES: [Br:1][c:2]1[cH:3][c:4]([N+:9]([O-:10])=[O:11])[c:5]([SH:8])[cH:6][cH:7]1.[CH2:14]1[O:15][CH2:16][CH2:17][CH2:18]1.[H:12][H:13]>>[Br:1][c:2]1[cH:3][c:4]([NH2:9])[c:5]([SH:8])[cH:6][cH:7]1.